From a dataset of the Open Reaction Database (ORD), a public repository of structured organic reaction records. describe an organic reaction: reactants, conditions, products, and yield The reactants are CN(C)c1cccc2c1C(=O)OC2=O, CC(=O)[O-], CC(=O)O, Cl, NC1CCC(=O)NC1=O, [Na+]. Yields the product CN(C)c1cccc2c1C(=O)N(C1CCC(=O)NC1=O)C2=O. Reaction SMILES: [CH3:1][N:2]([c:3]1[c:4]2[c:5]([cH:11][cH:12][cH:13]1)[C:6](=[O:7])[O:8][C:9]2=[O:10])[CH3:14].[CH3:26][C:27](=[O:28])[O-:29].[CH3:30][C:31](=[O:32])[OH:33].[ClH:15].[NH2:16][CH:17]1[C:18](=[O:24])[NH:19][C:20](=[O:23])[CH2:21][CH2:22]1.[Na+:25]>>[CH3:1][N:2]([c:3]1[c:4]2[c:5]([cH:11][cH:12][cH:13]1)[C:6](=[O:8])[N:16]([CH:17]1[C:18](=[O:24])[NH:19][C:20](=[O:23])[CH2:21][CH2:22]1)[C:9]2=[O:10])[CH3:14]. Starting materials: BrC=1C=CC(NC1)=O (5-bromo-1H-pyridone), C([O-])([O-])=O.[K+].[K+] (potassium carbonate), IC(C)C (2-iodopropane). The solvent is CN(C)C=O (DMF), C(C)(=O)OCC (ethyl acetate), O (water). The product is C(C)(C)OC=1C=CC=NC1 (5-isopropoxypyridine). RXN SMILES: Br[C:2]1[CH:3]=[CH:4][C:5](=O)[NH:6][CH:7]=1.C(=O)([O-])[O-:10].[K+].[K+].I[CH:16]([CH3:18])[CH3:17]>CN(C=O)C.C(OCC)(=O)C.O>[CH:16]([O:10][C:2]1[CH:3]=[CH:4][CH:5]=[N:6][CH:7]=1)([CH3:18])[CH3:17] |f:1.2.3|. Reported procedure: 5-bromo-1H-pyridone 1BI (100 g, 0.58 mol), potassium carbonate (238 g, 1.73 mol) and 2-iodopropane (86 ml, 0.86 mol) were stirred in DMF (1 L) at r.t. for 1 day. The mixture were diluted with ethyl acetate and water, layers were separated. The separated organic layer was washed with water (×2), dried (Mg SO4) and filtered. Solvents were removed in vacuum and column purification [5% ethyl acetate in hexanes] gave first the less polar 5-isopropoxypyridine 2BIa (73 g, 59%) as colourless liquid. Con... Starting materials: O=Cc1cccc(Br)n1, FC(F)(F)c1nnc2ccc(N3CCNCC3)nn12. Product: FC(F)(F)c1nnc2ccc(N3CCN(Cc4cccc(Br)n4)CC3)nn12. RXN SMILES: [Br:1][c:2]1[cH:3][cH:4][cH:5][c:6]([CH:8]=[O:9])[n:7]1.[N:10]1([c:16]2[cH:17][cH:18][c:19]3[n:20]([n:21]2)[c:22]([C:25]([F:26])([F:27])[F:28])[n:23][n:24]3)[CH2:11][CH2:12][NH:13][CH2:14][CH2:15]1>>[Br:1][c:2]1[cH:3][cH:4][cH:5][c:6]([CH2:8][N:13]2[CH2:12][CH2:11][N:10]([c:16]3[cH:17][cH:18][c:19]4[n:20]([n:21]3)[c:22]([C:25]([F:26])([F:27])[F:28])[n:23][n:24]4)[CH2:15][CH2:14]2)[n:7]1. The reactants are FC(C1=NC(=CC(=C1C(=O)OCC)OCC)C(F)(F)F)(F)F (Ethyl 2,6-bis(trifluoromethyl)-4-ethoxy-3-pyridinecarboxylate), [Li+].CC(C)[N-]C(C)C (LDA), FC(C1=NC(=CC(=C1C(=O)OCC)OCC)C(F)(F)F)(F)F (Ethyl 2,6-bis(trifluoromethyl)-4-ethoxy-3-pyridinecarboxylate), [Li+].CC(C)[N-]C(C)C (LDA), starting material, ice water, C(=O)=O (dry ice). Solvent: COCCOC (DME), COCCOC (DME). Reaction conditions: temperature -78 celsius, time 30 minute. The product is FC(C1=NC(=C(C(=C1C(=O)OCC)OCC)C(=O)O)C(F)(F)F)(F)F (3-Ethyl 5-hydrogen 2,6-bis(trifluoromethyl)-4-ethoxy-3,5-pyridinedicarboxylate). Isolated yield 52.7%. As a reaction SMILES: [Li+].CC([N-]C(C)C)C.[F:9][C:10]([F:30])([F:29])[C:11]1[C:16]([C:17]([O:19][CH2:20][CH3:21])=[O:18])=[C:15]([O:22][CH2:23][CH3:24])[CH:14]=[C:13]([C:25]([F:28])([F:27])[F:26])[N:12]=1.[C:31](=[O:33])=[O:32]>COCCOC>[F:30][C:10]([F:29])([F:9])[C:11]1[C:16]([C:17]([O:19][CH2:20][CH3:21])=[O:18])=[C:15]([O:22][CH2:23][CH3:24])[C:14]([C:31]([OH:33])=[O:32])=[C:13]([C:25]([F:28])([F:27])[F:26])[N:12]=1 |f:0.1|. Procedure details: This material was prepared in 52.7% yield from 0.06 mol of LDA and 0.024 mol of product of Example 6 according to the following general procedure as a beige solid, mp 115°-117° C. To a -78° C. solution of 2.5 eq (0.06 mol) of LDA in DME was added a solution of 1 eq (0.024 mol) of starting material, the monocarboxylate product (Example 6) in dry DME. The resulting dark colored solution was stirred for 30 minutes at -78° C. To the above solution was added excess of dry ice. The reaction mixture wa...